From a dataset of the Open Reaction Database (ORD), a public repository of structured organic reaction records. describe an organic reaction: reactants, conditions, products, and yield The product is Cl.C1(=CC=CC2=CC=CC=C12)C(COCCNC(C1=CN=CC=C1)=O)O (1-(1-naphthyl)-2-(2-(nicotinoylamino)ethoxy]ethanol hydrochloride). Procedure: 0.62 g of N,N'-dicyclohexylcarbodiimide was added to a mixture of 0.7 g of 2-(2-aminoethoxy)-1-(1-naphthyl)ethanol, 0.37 g of nicotinic acid, 0.41 g of 1-hydroxybenzotriazole, 0.42 ml of triethylamine and 4 ml of tetrahydrofuran with ice cooling. The resulting mixture was stirred at the same temperature for 5 minutes and further at room temperature for 1 hour. To the reaction mixture was added 6 ml of ethyl acetate. The insolubles were removed by filtration. To the filtrate were added 15 ml of e... Reactants: C1(CCCCC1)N=C=NC1CCCCC1 (N,N'-dicyclohexylcarbodiimide), NCCOCC(O)C1=CC=CC2=CC=CC=C12 (2-(2-aminoethoxy)-1-(1-naphthyl)ethanol), C(C1=CN=CC=C1)(=O)O (nicotinic acid), ON1N=NC2=C1C=CC=C2 (1-hydroxybenzotriazole), Cl.C(C)O (hydrogen chloride ethanol). Reaction conditions: time 1 hour. As a reaction SMILES: C1(N=C=NC2CCCCC2)CCCCC1.[NH2:16][CH2:17][CH2:18][O:19][CH2:20][CH:21]([C:23]1[C:32]2[C:27](=[CH:28][CH:29]=[CH:30][CH:31]=2)[CH:26]=[CH:25][CH:24]=1)[OH:22].[C:33](O)(=[O:40])[C:34]1[CH:39]=[CH:38][CH:37]=[N:36][CH:35]=1.ON1C2C=CC=CC=2N=N1.[ClH:52].C(O)C>CC(C)=O.C(OCC)C.C(OCC)(=O)C.O1CCCC1.C(N(CC)CC)C>[ClH:52].[C:23]1([CH:21]([OH:22])[CH2:20][O:19][CH2:18][CH2:17][NH:16][C:33](=[O:40])[C:34]2[CH:39]=[CH:38][CH:37]=[N:36][CH:35]=2)[C:32]2[C:27](=[CH:28][CH:29]=[CH:30][CH:31]=2)[CH:26]=[CH:25][CH:24]=1 |f:4.5,11.12|. Run in C(C)(=O)OCC (ethyl acetate), O1CCCC1 (tetrahydrofuran), C(C)N(CC)CC (triethylamine), C(C)OCC (diethyl ether), CC(=O)C (acetone). The reactants are S1C=2N(C=C1)C=NC2 (imidazo[5,1-b]thiazole), ClN1C(CCC1=O)=O (N-chlorosuccinimide), ClC(C)Cl (dichloroethane). Reaction SMILES: [S:1]1C=C[N:3]2[CH:6]=[N:7][CH:8]=[C:2]12.[Cl:9]N1C(=O)CCC1=O.[Cl:17][CH:18](Cl)[CH3:19]>C(OCC)(=O)C>[Cl:9][C:6]1[N:7]2[C:19]([S:1][CH:2]=[CH:8]2)=[C:18]([Cl:17])[N:3]=1. Reported procedure: To a solution of imidazo[5,1-b]thiazole (18.624 g) in dichloroethane (450 ml) was added 20.030 g of N-chlorosuccinimide, the mixture was heated in a bath at a temperature of 60-65° C. for 1 hour. After air cooling, insolubles were removed by filtration, and the solvent was removed under reduced pressure. The residue thus obtained was dissolved in 3.0 l of ethyl acetate, and washed three times with 3.0 l of distilled water. After the organic layer was dried over anhydrous magnesium sulfate and th... Reaction conditions: temperature 62.5 celsius. The product is ClC1=NC(=C2SC=CN21)Cl (5,7-dichloroimidazo[5,1-b]thiazole). The solvent is C(C)(=O)OCC (ethyl acetate). Reactants: 4A, C[N+]1(CCOCC1)[O-] (N-methylmorpholine N-oxide), COC1=CC=C(COC2=C(C(=CC=C2)[N+](=O)[O-])C(C)O)C=C1 (1-{2-[(4-methoxybenzyl)oxy]-6-nitro-phenyl}ethanol). The reagents and catalysts are [Ru](=O)(=O)(=O)[O-].C(CC)[N+](CCC)(CCC)CCC (tetra-n-propylammonium perruthenate). Solvent: ClCCl (dichloromethane). Conditions: temperature 0 celsius, time 12 hour. Product: COC1=CC=C(COC2=C(C(=CC=C2)[N+](=O)[O-])C(C)=O)C=C1 (1-{2-[(4-methoxybenzyl)oxy]-6-nitrophenyl}ethanone). The yield is 80.1%. As a reaction SMILES: [CH3:1][O:2][C:3]1[CH:22]=[CH:21][C:6]([CH2:7][O:8][C:9]2[CH:14]=[CH:13][CH:12]=[C:11]([N+:15]([O-:17])=[O:16])[C:10]=2[CH:18]([OH:20])[CH3:19])=[CH:5][CH:4]=1.C[N+]1([O-])CCOCC1>ClCCl.[Ru]([O-])(=O)(=O)=O.C([N+](CCC)(CCC)CCC)CC>[CH3:1][O:2][C:3]1[CH:4]=[CH:5][C:6]([CH2:7][O:8][C:9]2[CH:14]=[CH:13][CH:12]=[C:11]([N+:15]([O-:17])=[O:16])[C:10]=2[C:18](=[O:20])[CH3:19])=[CH:21][CH:22]=1 |f:3.4|. Procedure: To a cooled (0° C.), stirred solution of 1-{2-[(4-methoxybenzyl)oxy]-6-nitro-phenyl}ethanol (0.20 g, 0.659 mmol) in dichloromethane (20 mL) were added molecular sieves 4A (1 g), N-methylmorpholine N-oxide (0.15 g, 1.319 mmol) and tetra-n-propylammonium perruthenate (0.01 g). The mixture was stirred at room temperature for 12 hrs. The reaction mixture was filtered on Celite®, and the filtrate was diluted with ethyl acetate. The organic phase was washed with saturated aqueous ammonium chloride sol... The reactants are FC(C1=CC=C(C=N1)NC1=CC=C(N=N1)C1=CC=C(C=C1)C1CCC(CC1)CC(=O)N)(F)F (2-(4-{4-[6-(6-Trifluoromethyl-pyridin-3-ylamino)-pyridazin-3-yl]-phenyl}-cyclohexyl)-acetamide), C1CCOC1 (THF), FC(C(=O)OC(C(F)(F)F)=O)(F)F (trifluoroacetic anhydride). The solvent is C(C)N(CC)CC (triethylamine). Conditions: time 8 hour. Yields the product FC(C1=CC=C(C=N1)NC1=CC=C(N=N1)C1=CC=C(C=C1)C1CCC(CC1)CC#N)(F)F ((4-{4-[6-(6-Trifluoromethyl-pyridin-3-ylamino)-pyridazin-3-yl]-phenyl}-cyclohexyl)-acetonitrile). RXN SMILES: [F:1][C:2]([F:33])([F:32])[C:3]1[N:8]=[CH:7][C:6]([NH:9][C:10]2[N:15]=[N:14][C:13]([C:16]3[CH:21]=[CH:20][C:19]([CH:22]4[CH2:27][CH2:26][CH:25]([CH2:28][C:29]([NH2:31])=O)[CH2:24][CH2:23]4)=[CH:18][CH:17]=3)=[CH:12][CH:11]=2)=[CH:5][CH:4]=1.C1COCC1.FC(F)(F)C(OC(=O)C(F)(F)F)=O>C(N(CC)CC)C>[F:33][C:2]([F:1])([F:32])[C:3]1[N:8]=[CH:7][C:6]([NH:9][C:10]2[N:15]=[N:14][C:13]([C:16]3[CH:21]=[CH:20][C:19]([CH:22]4[CH2:23][CH2:24][CH:25]([CH2:28][C:29]#[N:31])[CH2:26][CH2:27]4)=[CH:18][CH:17]=3)=[CH:12][CH:11]=2)=[CH:5][CH:4]=1. Procedure details: To a mixture of 2-(4-{4-[6-(6-Trifluoromethyl-pyridin-3-ylamino)-pyridazin-3-yl]-phenyl}-cyclohexyl)-acetamide (0.18 g, 0.41 mmol, 1.0 equiv) in 3 Ml THF was added trifluoroacetic anhydride (0.068 Ml, 0.49 mmol, 1.2 equiv) followed by triethylamine (0.12 Ml, 0.90 mmol, 2.2 equiv). The reaction was stirred at ambient temperature overnight, and then concentrated in vacuo. Purification by silica gel chromatography (10-50% EtOAc in hexanes) afforded the title compound: 1H NMR (400 MHz, DMSO-d6) δ pp...